This data is from the Open Reaction Database (ORD), a public repository of structured organic reaction records. The task is: describe an organic reaction: reactants, conditions, products, and yield Reactants: sodium triacetoxy-boron hydride, NCC1=C2C=CC(=NC2=CC=C1)N[C@@H]1CCC2=CC=CC=C12 ((5-aminomethyl-quinolin-2-yl)-(R)-indan-1-yl-amine), FC1=CC=C(C=O)C=C1 (4-fluorobenzaldehyde), C(C)(=O)O (acetic acid), ice. Solvent: ClC(C)Cl (1,1-dichloroethane). Reaction conditions: time 17 hour. The product is FC1=CC=C(CNCC2=C3C=CC(=NC3=CC=C2)N[C@@H]2CCC3=CC=CC=C23)C=C1 ({5-[(4-Fluoro-benzylamino)-methyl]-quinolin-2-yl}-(R)-indan-1-yl-amine). Yield: 47.4%. Reaction SMILES: [NH2:1][CH2:2][C:3]1[CH:12]=[CH:11][CH:10]=[C:9]2[C:4]=1[CH:5]=[CH:6][C:7]([NH:13][C@H:14]1[C:22]3[C:17](=[CH:18][CH:19]=[CH:20][CH:21]=3)[CH2:16][CH2:15]1)=[N:8]2.[F:23][C:24]1[CH:31]=[CH:30][C:27]([CH:28]=O)=[CH:26][CH:25]=1.C(O)(=O)C>ClC(Cl)C>[F:23][C:24]1[CH:31]=[CH:30][C:27]([CH2:28][NH:1][CH2:2][C:3]2[CH:12]=[CH:11][CH:10]=[C:9]3[C:4]=2[CH:5]=[CH:6][C:7]([NH:13][C@H:14]2[C:22]4[C:17](=[CH:18][CH:19]=[CH:20][CH:21]=4)[CH2:16][CH2:15]2)=[N:8]3)=[CH:26][CH:25]=1. Procedure details: A solution of (5-aminomethyl-quinolin-2-yl)-(R)-indan-1-yl-amine (example 80, step B) (200 mg, 0.69 mmol), 4-fluorobenzaldehyde (94 mg, 0.76 mmol) and acetic acid (166 mg, 2.76 mmol) in 1,1-dichloroethane (10 ml) was stirred at room temperature for 30 minutes. Afterwards sodium triacetoxy-boron hydride (342 mg, 1.61 mmol) was added, the reaction mixture was allowed to stir for 17 hours at room temperature, poured into ice/saturated NaHCO3 solution (20 ml) and extracted with ethyl acetate (3×50 m...